describe an organic reaction: reactants, conditions, products, and yield From a dataset of the Open Reaction Database (ORD), a public repository of structured organic reaction records. Starting materials: N[C@H]1[C@@H](SC2=C(N(C1=O)CC(=O)OCC)C=CC(=C2)Cl)C2=CC=CC=C2 (ethyl trans-3-amino-8-chloro-4-oxo-2-phenyl-2,3,4,5-tetrahydro-1,5-benzothiazepine-5-acetate), N (ammonia). Run in ( iv ), CO (methanol). Run at time 8 hour. The product is N[C@H]1[C@@H](SC2=C(N(C1=O)CC(=O)N)C=CC(=C2)Cl)C2=CC=CC=C2 (trans-3-amino-8-chloro-4-oxo-2-phenyl-2,3,4,5-tetrahydro-1,5-benzothiazepine-5-acetamide). As a reaction SMILES: [NH2:1][C@@H:2]1[C:8](=[O:9])[N:7]([CH2:10][C:11](OCC)=[O:12])[C:6]2[CH:16]=[CH:17][C:18]([Cl:20])=[CH:19][C:5]=2[S:4][C@H:3]1[C:21]1[CH:26]=[CH:25][CH:24]=[CH:23][CH:22]=1.[NH3:27]>CO>[NH2:1][C@@H:2]1[C:8](=[O:9])[N:7]([CH2:10][C:11]([NH2:27])=[O:12])[C:6]2[CH:16]=[CH:17][C:18]([Cl:20])=[CH:19][C:5]=2[S:4][C@H:3]1[C:21]1[CH:26]=[CH:25][CH:24]=[CH:23][CH:22]=1. Procedure: In the same manner as in (iv) of Example 23, 1.7 g of ethyl trans-3-amino-8-chloro-4-oxo-2-phenyl-2,3,4,5-tetrahydro-1,5-benzothiazepine-5-acetate is dissolved in 50 ml of methanol, into which ammonia gas is blown to the level of saturation under ice-cooling. The reaction temperature is slowly elevated to room temperature, and the mixture is allowed to stand still overnight. Then, the reaction mixture is concentrated under reduced pressure. The separated crystals are collected by filtration to g... Reactants: ClC1=C(C=CC=C1)C1=NNC2=NC(=CN=C21)OC2=C(C=C(C=C2)F)F (3-(2-chlorophenyl)-6-(2,4-difluorophenoxy)-1H-pyrazolo[3,4-b]pyrazine), C(Cl)(Cl)(Cl)Cl (carbon tetrachloride). The product is ClC=1N=C2C(=NC1OC1=C(C=C(C=C1)F)F)NN=C2C2=C(C=CC=C2)Cl (5-Chloro-3-(2-chloro-phenyl)-6-(2,4-difluoro-phenoxy)-1H-pyrazolo[3,4-b]pyrazine). RXN SMILES: [Cl:1][C:2]1[CH:7]=[CH:6][CH:5]=[CH:4][C:3]=1[C:8]1[C:16]2[C:11](=[N:12][C:13]([O:17][C:18]3[CH:23]=[CH:22][C:21]([F:24])=[CH:20][C:19]=3[F:25])=[CH:14][N:15]=2)[NH:10][N:9]=1.C(Cl)(Cl)(Cl)[Cl:27]>>[Cl:27][C:14]1[N:15]=[C:16]2[C:8]([C:3]3[CH:4]=[CH:5][CH:6]=[CH:7][C:2]=3[Cl:1])=[N:9][NH:10][C:11]2=[N:12][C:13]=1[O:17][C:18]1[CH:23]=[CH:22][C:21]([F:24])=[CH:20][C:19]=1[F:25]. Procedure details: A suspension of 3-(2-chlorophenyl)-6-(2,4-difluorophenoxy)-1H-pyrazolo[3,4-b]pyrazine (2.70 g, 7.5 mmol) in 500 mL carbon tetrachloride was bubbled with chlorine gas for 16 hours at room temperature while stirring. The reaction mixture was concentrated under reduced pressure, and the residue was purified by chromatography (methylene chloride/hexanes 2:3 to 1:0) to give 1.21 g of 5-Chloro-3-(2-chloro-phenyl)-6-(2,4-difluoro-phenoxy)-1H-pyrazolo[3,4-b]pyrazine. Mass spec. M+1=394. Starting materials: COC1=C(C=C(C(=C1[N+](=O)[O-])OC)[N+](=O)[O-])Cl (2,4-Dimethoxy-3,5-dinitrochlorobenzene). Reagents/catalysts: [Fe] (iron). Run in C(C)(=O)O (acetic acid). The product is COC1=C(C=C(C(=C1N)OC)N)Cl (2,4-Dimethoxy-3,5-diaminochlorobenzene). Reaction SMILES: [CH3:1][O:2][C:3]1[C:8]([N+:9]([O-])=O)=[C:7]([O:12][CH3:13])[C:6]([N+:14]([O-])=O)=[CH:5][C:4]=1[Cl:17]>[Fe].C(O)(=O)C>[CH3:1][O:2][C:3]1[C:8]([NH2:9])=[C:7]([O:12][CH3:13])[C:6]([NH2:14])=[CH:5][C:4]=1[Cl:17]. Procedure details: 2,4-Dimethoxy-3,5-dinitrochlorobenzene is reduced with iron in the presence of acetic acid, at a temperature of between 50° and 100° C. 2,4-Dimethoxy-3,5-diaminochlorobenzene is thereby obtained, and this is then subjected to a dehalogenation reaction. This reaction is performed in water, in a lower alcohol or in an aqueous-alcoholic mixture, in the presence of palladium on charcoal, ammonium acetate and triethylamine formate, at a temperature between 50° C. and the refluxing temperature of the ... Starting materials: CNC1CCCC2=CC=CC=C12 (1,2,3,4-tetrahydro-N-methyl-1-naphthylamine), [O-]C#N.[K+] (potassium cyanate), CO (methanol), Cl (hydrochloric acid). Run in O (water). Conditions: time 45 minute. Yields the product CN(C(=O)N)C1CCCC2=CC=CC=C12 (1-Methyl-1-(1,2,3,4-tetrahydro-1-naphthyl)urea). As a reaction SMILES: [CH3:1][NH:2][CH:3]1[C:12]2[C:7](=[CH:8][CH:9]=[CH:10][CH:11]=2)[CH2:6][CH2:5][CH2:4]1.CO.Cl.[O-:16][C:17]#[N:18].[K+]>O>[CH3:1][N:2]([CH:3]1[C:12]2[C:7](=[CH:8][CH:9]=[CH:10][CH:11]=2)[CH2:6][CH2:5][CH2:4]1)[C:17]([NH2:18])=[O:16] |f:3.4|. Reported procedure: To a stirred solution of 8.05 grams (0.05 mole) of 1,2,3,4-tetrahydro-N-methyl-1-naphthylamine in 10 ml. of methanol is added a solution of 4.2 ml. of 12N hydrochloric acid (0.05 mole) in 35 ml. of water. The mixture is cooled in an ice-water bath while a solution of 4.46 grams (0.055 mole) of potassium cyanate in 15 ml. is added dropwise. After the addition is complete, the reaction mixture is stirred at room temperature for 45 minutes and then at 70° to 75° C. for 30 minutes. The mixture is co...